Dataset: the Open Reaction Database (ORD), a public repository of structured organic reaction records. Task: describe an organic reaction: reactants, conditions, products, and yield Starting materials: [OH-].[Li+] (Lithium hydroxide), O=C1C(CCC2=CC(=CC=C12)C1=NC=C(N=C1)NC=1C=NC(=CC1)C(F)(F)F)(CC(F)(F)F)CC(=O)OCC (Ethyl 2-(1-oxo-2-(2,2,2-trifluoroethyl)-6-(5-(6-(trifluoromethyl)pyridin-3-ylamino)pyrazin-2-yl)-1,2,3,4-tetrahydronaphthalen-2-yl)acetate). Run in C(C)O.O (ethanol water). Reaction conditions: time 5 hour. Product: O=C1C(CCC2=CC(=CC=C12)C1=NC=C(N=C1)NC=1C=NC(=CC1)C(F)(F)F)(CC(F)(F)F)CC(=O)O (2-(1-Oxo-2-(2,2,2-trifluoroethyl)-6-(5-(6-(trifluoromethyl)pyridin-3-ylamino)pyrazin-2-yl)-1,2,3,4-tetrahydro-naphthalen-2-yl)acetic acid). Isolated yield 70.2%. RXN SMILES: [OH-].[Li+].[O:3]=[C:4]1[C:13]2[C:8](=[CH:9][C:10]([C:14]3[CH:19]=[N:18][C:17]([NH:20][C:21]4[CH:22]=[N:23][C:24]([C:27]([F:30])([F:29])[F:28])=[CH:25][CH:26]=4)=[CH:16][N:15]=3)=[CH:11][CH:12]=2)[CH2:7][CH2:6][C:5]1([CH2:36][C:37]([O:39]CC)=[O:38])[CH2:31][C:32]([F:35])([F:34])[F:33]>C(O)C.O>[O:3]=[C:4]1[C:13]2[C:8](=[CH:9][C:10]([C:14]3[CH:19]=[N:18][C:17]([NH:20][C:21]4[CH:22]=[N:23][C:24]([C:27]([F:28])([F:29])[F:30])=[CH:25][CH:26]=4)=[CH:16][N:15]=3)=[CH:11][CH:12]=2)[CH2:7][CH2:6][C:5]1([CH2:36][C:37]([OH:39])=[O:38])[CH2:31][C:32]([F:34])([F:35])[F:33] |f:0.1,3.4|. Procedure details: Lithium hydroxide (0.114 g, 2.72 mmol) was added to a solution of 14B2 (0.3 g, 0.543 mmol) in 6 mL of ethanol-water (3:1) mixture, and the mixture was stirred at room temperature for 5 h. After the solvent was removed in vacuo, the residue was diluted with water. The aqueous layer was acidified with addition of saturated citric acid solution until pH 3 was attained. The resulting solution was cooled to 0° C., and solids obtained were filtered off and dried under vacuum to afford the title compou... Reactants: CCNCC=O, COc1cccc2sc(N=C=O)nc12, c1ccccc1. Product: CCN(CC=O)C(=O)Nc1nc2c(OC)cccc2s1. RXN SMILES: [CH2:15]([CH3:16])[NH:17][CH2:18][CH:19]=[O:20].[CH3:1][O:2][c:3]1[cH:4][cH:5][cH:6][c:7]2[c:8]1[n:9][c:10]([N:12]=[C:13]=[O:14])[s:11]2.[cH:21]1[cH:22][cH:23][cH:24][cH:25][cH:26]1>>[CH3:1][O:2][c:3]1[cH:4][cH:5][cH:6][c:7]2[c:8]1[n:9][c:10]([NH:12][C:13](=[O:14])[N:17]([CH2:15][CH3:16])[CH2:18][CH:19]=[O:20])[s:11]2. Starting materials: C(C)OC(C(=C)CBr)=O (2-bromomethyl-acrylic acid ethyl ester), C(C)(C)(C)OC(=O)N1CCNCC1 (piperazine-1-carboxylic acid tert-butyl ester), C(C)N(C(C)C)C(C)C (ethyl-diisopropyl-amine). Run in CN(C=O)C (N,N-dimethylformamide). Run at time 16 hour. Product: C(C)(C)(C)OC(=O)N1CCN(CC1)CC(=C)C(=O)OCC (4-(2-ethoxycarbonyl-allyl)-piperazine-1-carboxylic acid tert-butyl ester). The yield is 82.3%. RXN SMILES: [CH2:1]([O:3][C:4](=[O:9])[C:5]([CH2:7]Br)=[CH2:6])[CH3:2].[C:10]([O:14][C:15]([N:17]1[CH2:22][CH2:21][NH:20][CH2:19][CH2:18]1)=[O:16])([CH3:13])([CH3:12])[CH3:11].C(N(C(C)C)C(C)C)C>CN(C)C=O>[C:10]([O:14][C:15]([N:17]1[CH2:22][CH2:21][N:20]([CH2:7][C:5]([C:4]([O:3][CH2:1][CH3:2])=[O:9])=[CH2:6])[CH2:19][CH2:18]1)=[O:16])([CH3:13])([CH3:11])[CH3:12]. Reported procedure: To a solution of 2-bromomethyl-acrylic acid ethyl ester (1.93 g, 10 mmol) in N,N-dimethylformamide (25 mL) was added piperazine-1-carboxylic acid tert-butyl ester (1.86 g, 10 mmol) and then, dropwise, ethyl-diisopropyl-amine (1.71 mL, 10 mmol). After stirring for 16 h at room temperature the solvent was removed under reduced pressure and water (50 mL) and dichloromethane (50 mL) were added. After stirring for 2 min the layers were separated, the organic was washed with water and brine, and dried... The reactants are COC(=O)C1=NC(=C(C(=C1NC1=C(C=CC=C1)F)F)Cl)Cl (5,6-dichloro-4-fluoro-3-(2-fluorophenylamino)-pyridine-2-carboxylic acid methyl ester), CN1CCCC1=O (NMP). Reagents/catalysts: C1=CC=C(C=C1)P([C-]2C=CC=C2)C3=CC=CC=C3.C1=CC=C(C=C1)P([C-]2C=CC=C2)C3=CC=CC=C3.[Fe+2] (dppf), C=1C=CC(=CC1)/C=C/C(=O)/C=C/C2=CC=CC=C2.C=1C=CC(=CC1)/C=C/C(=O)/C=C/C2=CC=CC=C2.C=1C=CC(=CC1)/C=C/C(=O)/C=C/C2=CC=CC=C2.[Pd].[Pd] (Pd2dba3), [C-]#N.[C-]#N.[Zn+2] (Zn(CN)2). Reaction conditions: temperature 120 celsius. The product is COC(=O)C1=NC(=C(C(=C1NC1=C(C=CC=C1)F)F)Cl)C#N (5-chloro-6-cyano-4-fluoro-3-(2-fluorophenylamino)-pyridine-2-carboxylic acid methyl ester). As a reaction SMILES: [CH3:1][O:2][C:3]([C:5]1[C:10]([NH:11][C:12]2[CH:17]=[CH:16][CH:15]=[CH:14][C:13]=2[F:18])=[C:9]([F:19])[C:8]([Cl:20])=[C:7](Cl)[N:6]=1)=[O:4].[CH3:22][N:23]1C(=O)CCC1>C1C=CC(P(C2C=CC=CC=2)[C-]2C=CC=C2)=CC=1.C1C=CC(P(C2C=CC=CC=2)[C-]2C=CC=C2)=CC=1.[Fe+2].C1C=CC(/C=C/C(/C=C/C2C=CC=CC=2)=O)=CC=1.C1C=CC(/C=C/C(/C=C/C2C=CC=CC=2)=O)=CC=1.C1C=CC(/C=C/C(/C=C/C2C=CC=CC=2)=O)=CC=1.[Pd].[Pd].[C-]#N.[C-]#N.[Zn+2]>[CH3:1][O:2][C:3]([C:5]1[C:10]([NH:11][C:12]2[CH:17]=[CH:16][CH:15]=[CH:14][C:13]=2[F:18])=[C:9]([F:19])[C:8]([Cl:20])=[C:7]([C:22]#[N:23])[N:6]=1)=[O:4] |f:2.3.4,5.6.7.8.9,10.11.12|. Procedure: A mixture of 5,6-dichloro-4-fluoro-3-(2-fluorophenylamino)-pyridine-2-carboxylic acid methyl ester (1.00 equivalent) (prepared in Example 8), dppf (0.02 equivalents), Pd2dba3 (0.01 equivalents), and Zn(CN)2 (0.60 equivalents) in NMP is stirred at 120° C. in a sealed tube. After stirring for 20 hours, the reaction mixture is cooled to room temperature and quenched with a 4:1:4 (volume) mixture solution of saturated aqueous NH4Cl-conc NH4OH-water. The mixture is extracted with EtOAc. The organic l...